From a dataset of the Open Reaction Database (ORD), a public repository of structured organic reaction records. describe an organic reaction: reactants, conditions, products, and yield Reactants: NC1=C(N=C2N(C1=O)N=C(S2)C2=CC=C(C=C2)C(C)(C)C)N (6,7-diamino-2-(4-tert-butylphenyl)-5H-[1,3,4]thiadiazolo[3,2-a]pyrimidin-5-one), aqueous solution, N(=O)[O-].[Na+] (sodium nitrite). Run in Cl (hydrochloric acid), O (water), O (water). The product is C(C)(C)(C)C1=CC=C(C=C1)C1=NN2C(=NC3=C(C2=O)NN=N3)S1 (6-(4-tert-Butylphenyl)-[1,3,4]thiadiazolo[3,2-a][1,2,3]triazolo[4,5-d]pyrimidin-9(1H)-one). As a reaction SMILES: [NH2:1][C:2]1[C:7](=[O:8])[N:6]2[N:9]=[C:10]([C:12]3[CH:17]=[CH:16][C:15]([C:18]([CH3:21])([CH3:20])[CH3:19])=[CH:14][CH:13]=3)[S:11][C:5]2=[N:4][C:3]=1[NH2:22].[N:23]([O-])=O.[Na+]>Cl.O>[C:18]([C:15]1[CH:14]=[CH:13][C:12]([C:10]2[S:11][C:5]3=[N:4][C:3]4[N:22]=[N:23][NH:1][C:2]=4[C:7](=[O:8])[N:6]3[N:9]=2)=[CH:17][CH:16]=1)([CH3:19])([CH3:21])[CH3:20] |f:1.2|. Reported procedure: 1.0 of 6,7-diamino-2-(4-tert-butylphenyl)-5H-[1,3,4]thiadiazolo[3,2-a]pyrimidin-5-one was suspended in a mixture of 20 ml of concentrated hydrochloric acid and 20 ml of water, and 2 ml of an aqueous solution containing 0.70 g of sodium nitrite was added dropwise thereto while cooling below 5° C. and stirring. The mixture was stirred at that temperature for 1.5 hours and then diluted with water. The resulting precipitate was filtered and recrystallized from chloroform-ethanol to obtain 0.88 g of ...